Dataset: the Open Reaction Database (ORD), a public repository of structured organic reaction records. Task: describe an organic reaction: reactants, conditions, products, and yield Starting materials: CC1(CCN(CC1)C1=NC=C(C=N1)B1OC(C(O1)(C)C)(C)C)C(=O)OCC (ethyl 4-methyl-1-[5-(4,4,5,5-tetramethyl-1,3,2-dioxaborolan-2-yl)pyrimidin-2-yl]piperidine-4-carboxylate), ClC1=CC=2N(C(=C1)N1N=CC=C1)N=C(N2)N (7-chloro-5-(1H-pyrazol-1-yl)[1,2,4]triazolo[1,5-a]pyridin-2-amine), C([O-])([O-])=O.[Cs+].[Cs+] (cesium carbonate), Pd(dppf)2C12. The solvent is O1CCOCC1 (1,4-dioxane), O (water). Reaction conditions: temperature 110 celsius. The product is NC1=NN2C(C=C(C=C2N2N=CC=C2)C=2C=NC(=NC2)N2CCC(CC2)(C(=O)OCC)C)=N1 (Ethyl 1-{5-[2-amino-5-(1H-pyrazol-1-yl)[1,2,4]triazolo[1,5-a]pyridin-7-yl]pyrimidin-2-yl}-4-methylpiperidine-4-carboxylate). Yield: 55.2%. RXN SMILES: [CH3:1][C:2]1([C:23]([O:25][CH2:26][CH3:27])=[O:24])[CH2:7][CH2:6][N:5]([C:8]2[N:13]=[CH:12][C:11](B3OC(C)(C)C(C)(C)O3)=[CH:10][N:9]=2)[CH2:4][CH2:3]1.Cl[C:29]1[CH:34]=[C:33]([N:35]2[CH:39]=[CH:38][CH:37]=[N:36]2)[N:32]2[N:40]=[C:41]([NH2:43])[N:42]=[C:31]2[CH:30]=1.C(=O)([O-])[O-].[Cs+].[Cs+]>O1CCOCC1.O>[NH2:43][C:41]1[N:42]=[C:31]2[CH:30]=[C:29]([C:11]3[CH:12]=[N:13][C:8]([N:5]4[CH2:4][CH2:3][C:2]([CH3:1])([C:23]([O:25][CH2:26][CH3:27])=[O:24])[CH2:7][CH2:6]4)=[N:9][CH:10]=3)[CH:34]=[C:33]([N:35]3[CH:39]=[CH:38][CH:37]=[N:36]3)[N:32]2[N:40]=1 |f:2.3.4|. Procedure: A suspension of ethyl 4-methyl-1-[5-(4,4,5,5-tetramethyl-1,3,2-dioxaborolan-2-yl)pyrimidin-2-yl]piperidine-4-carboxylate (360 mg, 0.97 mmol), 7-chloro-5-(1H-pyrazol-1-yl)[1,2,4]triazolo[1,5-a]pyridin-2-amine (190 mg, 0.81 mmol), cesium carbonate (400 mg, 1.2 mmol) and Pd(dppf)2C12 (60 mg, 0.08 mmol) in 1,4-dioxane (4.5 mL) and water (0.5 mL) was added to a microwave vial and degassed with N2. The vessel was then heated at 110° C. in a microwave reactor for 60 mins. The resultant solution was con... Starting materials: FC=1C(=C2C=3N(C(CO2)C)C=C(C(C3C1)=O)C(=O)OCC)C1=CC=C(C=C1)S(=O)(=O)Cl (Ethyl 9-fluoro-10-(4-chlorosulfonylphenyl)-3-methyl-7-oxo-2,3-dihydro-(7H)-pyrido-(1,2,3-de)-1,4-benzoxazine-6-carboxylate), N (Ammonia). The solvent is O1CCCC1 (tetrahydrofuran). Reaction conditions: temperature -78 celsius. The product is FC=1C(=C2C=3N(C(CO2)C)C=C(C(C3C1)=O)C(=O)OCC)C1=CC=C(C=C1)S(=O)(=O)N (Ethyl 9-fluoro-10-(4-aminosulfonylphenyl)-3-methyl-7-oxo-2,3-dihydro-(7H)-pyrido(1,2,3-de)-1,4-benzoxazine-6-carboxylate). Yield: 56.0%. Reaction SMILES: [F:1][C:2]1[C:3]([C:22]2[CH:27]=[CH:26][C:25]([S:28](Cl)(=[O:30])=[O:29])=[CH:24][CH:23]=2)=[C:4]2[O:9][CH2:8][CH:7]([CH3:10])[N:6]3[CH:11]=[C:12]([C:17]([O:19][CH2:20][CH3:21])=[O:18])[C:13](=[O:16])[C:14]([CH:15]=1)=[C:5]23.[NH3:32]>O1CCCC1>[F:1][C:2]1[C:3]([C:22]2[CH:27]=[CH:26][C:25]([S:28]([NH2:32])(=[O:30])=[O:29])=[CH:24][CH:23]=2)=[C:4]2[O:9][CH2:8][CH:7]([CH3:10])[N:6]3[CH:11]=[C:12]([C:17]([O:19][CH2:20][CH3:21])=[O:18])[C:13](=[O:16])[C:14]([CH:15]=1)=[C:5]23. Reported procedure: Ethyl 9-fluoro-10-(4-chlorosulfonylphenyl)-3-methyl-7-oxo-2,3-dihydro-(7H)-pyrido-(1,2,3-de)-1,4-benzoxazine-6-carboxylate (0.5 g) was dissolved in dry tetrahydrofuran (80 ml) and the resulting solution was cooled to -78° C. with stirring. Ammonia (5 ml) was condensed into the reaction mixture and the yellow suspension was warmed gradually to ambient temperature over 16 hours. Solvent was removed in vacuo and the residue was triturated with water and filtered. Drying in vacuo afforded a solid (0... The reactants are [Ag+], CC1(C(=O)O)CCCCC1, CC#N, CCOCC, O=[N+]([O-])[O-], [NH4+], [NH4+], O, O=C1C=C(O)C(=O)c2ccccc21, O=S(=O)([O-])O[O-]. Product: CC1(C2=C(O)C(=O)c3ccccc3C2=O)CCCCC1. Reaction SMILES: [Ag+:45].[CH3:14][C:15]1([C:21]([OH:22])=[O:23])[CH2:16][CH2:17][CH2:18][CH2:19][CH2:20]1.[CH3:32][C:33]#[N:34].[CH3:36][CH2:37][O:38][CH2:39][CH3:40].[N+:41]([O-:42])([O-:43])=[O:44].[NH4+:30].[NH4+:31].[OH2:35].[OH:1][C:2]1=[CH:11][C:10](=[O:12])[c:9]2[c:4]([cH:5][cH:6][cH:7][cH:8]2)[C:3]1=[O:13].[S:24]([O:25][O-:26])([O-:27])(=[O:28])=[O:29]>>[OH:1][C:2]1=[C:11]([C:15]2([CH3:14])[CH2:16][CH2:17][CH2:18][CH2:19][CH2:20]2)[C:10](=[O:12])[c:9]2[c:4]([cH:5][cH:6][cH:7][cH:8]2)[C:3]1=[O:13]. Starting materials: SC1=CC=C(C=C1)O (4-mercaptophenol), [I-].[K+] (potassium iodide), II (iodine), C([O-])(O)=O.[Na+] (sodium bicarbonate). The solvent is O (water), C(C)O (ethanol). Yields the product OC1=CC=C(C=C1)SSC1=CC=C(C=C1)O (Bis(4-hydroxyphenyl)disulfide). Isolated yield 97.5%. RXN SMILES: [SH:1][C:2]1[CH:7]=[CH:6][C:5]([OH:8])=[CH:4][CH:3]=1.[C:9](=[O:12])(O)[O-].[Na+].II.[I-].[K+]>O.C(O)C>[OH:8][C:5]1[CH:6]=[CH:7][C:2]([S:1][S:1][C:2]2[CH:7]=[CH:6][C:9]([OH:12])=[CH:4][CH:3]=2)=[CH:3][CH:4]=1 |f:1.2,4.5|. Procedure details: A solution of 4-mercaptophenol (200 g., 1.6 m.) in 300 ml. 60% aqueous ethanol was brought to pH 7 by the addition of sodium bicarbonate. A solution of iodine (200 g., 0.8 m.) and potassium iodide (50 g.) in 300 ml. water was added until a yellow end point was reached. The product was filtered off, washed with water and dried. Yield: 97.5%, mp. 144°-6° (lit. 148°-50°). The 1H nmr was consistent with the disulfide structure of the formula: ##STR2## The reactants are CCO, CC1NC(=S)NC1=O, CI. Product: CSC1=NC(=O)C(C)N1, I. RXN SMILES: [CH3:11][CH2:12][OH:13].[CH3:1][CH:2]1[C:3](=[O:8])[NH:4][C:5](=[S:7])[NH:6]1.[CH3:9][I:10]>>[CH3:1][CH:2]1[C:3](=[O:8])[N:4]=[C:5]([S:7][CH3:9])[NH:6]1.[IH:10]. The reactants are [OH-].[Na+] (sodium hydroxide), COC1=NC=CC=C1 (2-Methoxy-pyridine), BrBr (bromine). The solvent is C(C)(=O)O (acetic acid), C(C)(=O)O (acetic acid), C(C)OCC (diethyl ether). Reaction conditions: time 8 hour. Yields the product BrC=1C=CC(=NC1)OC (5-Bromo-2-methoxy-pyridine). The yield is 65.7%. As a reaction SMILES: [Br:1]Br.[CH3:3][O:4][C:5]1[CH:10]=[CH:9][CH:8]=[CH:7][N:6]=1.[OH-].[Na+]>C(O)(=O)C.C(OCC)C>[Br:1][C:8]1[CH:9]=[CH:10][C:5]([O:4][CH3:3])=[N:6][CH:7]=1 |f:2.3|. Procedure: A solution of bromine (13.1mL, 256.6 mMol) in glacial acetic acid (45 mL) was added drop wise into a mechanically stirred suspension of 2-Methoxy-pyridine (19 mL, 183 mMol) in glacial acetic acid (88 mL) with the temperature kept at ten degrees. After complete addition the solution was allowed to stir overnight while gradually warming to room temperature. Upon arrival the reaction mixture was poured over ice and the pH adjusted to eight with solid sodium hydroxide. The material was then diluted ... Reactants: [OH-].[Na+] (NaOH), C1CCC2=NCCCN2CC1 (DBU), ClS(=O)(=O)C(C)C (ClSO2CH(CH3)2), NC1=C(C=CC=C1)C1=CC=C(C=C1)C=1C(=CC=C(C1C#N)SC)C(=O)O (2″-Amino-6-cyano-5-methylsulfanyl-[1,1′;4′,1″]terphenyl-2-carboxylic acid), C1CCC2=NCCCN2CC1 (DBU), ClS(=O)(=O)C(C)C (ClSO2CH(CH3)2). Solvent: CO (MeOH), CO.ClCCl (MeOH dichloromethane), C(Cl)Cl (CH2Cl2), ClCCl (dichloromethane). Conditions: temperature 0 celsius, time 16 hour. Product: C=1(C(=CC=CC1)C(=O)O)C1=CC=C(C=C1)C1=CC=CC=C1 ([1,1′;4′,1″]terphenyl-2-carboxylic acid). The yield is 5.6%. Reaction SMILES: N[C:2]1[CH:7]=[CH:6][CH:5]=[CH:4][C:3]=1[C:8]1[CH:13]=[CH:12][C:11]([C:14]2[C:15]([C:24]([OH:26])=[O:25])=[CH:16][CH:17]=[C:18](SC)[C:19]=2C#N)=[CH:10][CH:9]=1.C1CCN2C(=NCCC2)CC1.ClS(C(C)C)(=O)=O.[OH-].[Na+]>CO.ClCCl.CO.C(Cl)Cl>[C:14]1([C:11]2[CH:12]=[CH:13][C:8]([C:3]3[CH:2]=[CH:7][CH:6]=[CH:5][CH:4]=3)=[CH:9][CH:10]=2)[C:15]([C:24]([OH:26])=[O:25])=[CH:16][CH:17]=[CH:18][CH:19]=1 |f:3.4,5.6|. Reported procedure: Mix 2″-Amino-6-cyano-5-methylsulfanyl-[1,1′;4′,1″]terphenyl-2-carboxylic acid (0.195 g, 0.521 mmol) and dichloromethane (6 ml) then cool to 0° C. Next add DBU (0.33 ml, 2.162 mmol), and ClSO2CH(CH3)2 (0.13 ml, 1.128 mmol) drop wise to the solution and stir for 16 hours. If TLC shows remaining SM, add DBU (0.3 ml) and ClSO2CH(CH3)2 (0.1 ml) and stir for 16 hours. Dilute the reaction with CH2Cl2 (50 ml) and wash with H2O, satd aq. sodium chloride, dry with Na2SO4, and concentrate under reduced pre...